This data is from the Open Reaction Database (ORD), a public repository of structured organic reaction records. The task is: describe an organic reaction: reactants, conditions, products, and yield The reactants are O, CCOC(=O)C(O)(c1cnc(C(C)(C)C)nc1)C(C)(C)C, O=S(Cl)Cl, c1c[nH]cn1. Yields the product CCOC(=O)C(Cl)(c1cnc(C(C)(C)C)nc1)C(C)(C)C. Reaction SMILES: [OH2:31].[OH:5][C:6]([C:7](=[O:8])[O:9][CH2:10][CH3:11])([C:12]([CH3:13])([CH3:14])[CH3:15])[c:16]1[cH:17][n:18][c:19]([C:22]([CH3:23])([CH3:24])[CH3:25])[n:20][cH:21]1.[S:1]([Cl:2])([Cl:3])=[O:4].[nH:26]1[cH:27][cH:28][n:29][cH:30]1>>[Cl:3][C:6]([C:7](=[O:8])[O:9][CH2:10][CH3:11])([C:12]([CH3:13])([CH3:14])[CH3:15])[c:16]1[cH:17][n:18][c:19]([C:22]([CH3:23])([CH3:24])[CH3:25])[n:20][cH:21]1.